Dataset: the Open Reaction Database (ORD), a public repository of structured organic reaction records. Task: describe an organic reaction: reactants, conditions, products, and yield Reactants: COC1=CC=C(C(C2=CC=C(C=C2)OC)(C2=CC=CC=C2)Cl)C=C1 (4,4'-dimethoxytrityl chloride), N#N.COC=1C=C(C=CC1)CC(=O)[C@@]1(C[C@H](O)[C@@H](CO)O1)N1C=NC=2C(=O)NC(N)=NC12 (N2 (3-methoxyphenylacetyl)-2'-deoxyguanosine). Solvent: N1=CC=CC=C1 (pyridine), N1=CC=CC=C1 (pyridine). Conditions: temperature 5 celsius, time 20 hour. Product: N#N.COC=1C=C(C=CC1)CC(=O)[C@@]1(C[C@H](O)[C@@H](COC(C2=CC=C(C=C2)OC)(C2=CC=C(C=C2)OC)C2=CC=CC=C2)O1)N1C=NC=2C(=O)NC(N)=NC12 (N2 (3-methoxyphenylacetyl)-5'-O-(4, 4'-dimethoxytrityl)-2'-deoxyguanosine). Isolated yield 45.6%. Reaction SMILES: [N:1]#[N:2].[CH3:3][O:4][C:5]1[CH:6]=[C:7]([CH2:11][C:12]([C@@:14]2([N:22]3[C:32]4[N:31]=[C:29]([NH2:30])[NH:28][C:26](=[O:27])[C:25]=4[N:24]=[CH:23]3)[O:21][C@H:18]([CH2:19][OH:20])[C@@H:16]([OH:17])[CH2:15]2)=[O:13])[CH:8]=[CH:9][CH:10]=1.[CH3:33][O:34][C:35]1[CH:56]=[CH:55][C:38]([C:39](Cl)([C:48]2[CH:53]=[CH:52][CH:51]=[CH:50][CH:49]=2)[C:40]2[CH:45]=[CH:44][C:43]([O:46][CH3:47])=[CH:42][CH:41]=2)=[CH:37][CH:36]=1>N1C=CC=CC=1>[N:1]#[N:2].[CH3:3][O:4][C:5]1[CH:6]=[C:7]([CH2:11][C:12]([C@@:14]2([N:22]3[C:32]4[N:31]=[C:29]([NH2:30])[NH:28][C:26](=[O:27])[C:25]=4[N:24]=[CH:23]3)[O:21][C@H:18]([CH2:19][O:20][C:39]([C:48]3[CH:53]=[CH:52][CH:51]=[CH:50][CH:49]=3)([C:40]3[CH:45]=[CH:44][C:43]([O:46][CH3:47])=[CH:42][CH:41]=3)[C:38]3[CH:37]=[CH:36][C:35]([O:34][CH3:33])=[CH:56][CH:55]=3)[C@@H:16]([OH:17])[CH2:15]2)=[O:13])[CH:8]=[CH:9][CH:10]=1 |f:0.1,4.5|. Procedure: N2 -(3-Methoxyphenylacetyl)-2'-deoxyguanosine (2b) (2.08 g, 5 mmoles) was dried by coevaporation with dry pyridine (2×30 ml), dissolved in 40 ml of dry pyridine and ice cooled. To this solution, 4,4'-dimethoxytrityl chloride (2.2 g, 6.5 mmoles) was added. The reaction mixture was stirred at 5° C. for 20 hours. After removing the pyridine under reduced pressure, the resulting residue was taken up in 150 ml of methylene chloride and washed successively with 2×100 ml of 5% NaHCO3 and 1×100 ml of wa... Reactants: C(C)(=O)NC1SC2=C(N=N1)N(C(N(C2=O)CCC)=O)CC2=CC=CC=C2 (3-acetylamino-8-benzyl-6-propylpyrimido[4,5-e][1,3,4]thiadiazine-5,7(6H,8H)dione). The solvent is O1CCOCC1 (dioxane). The product is C(C)(=O)NC1=NNC=2N(C(N(C(C21)=O)CCC)=O)CC2=CC=CC=C2 (3-Acetylamino-7-benzyl-5-propylpyrazolo[3,4-d]pyrimidine-4,6(5H,7H)-dione). The yield is 93.0%. RXN SMILES: [C:1]([NH:4][CH:5]1[N:10]=[N:9][C:8]2[N:11]([CH2:20][C:21]3[CH:26]=[CH:25][CH:24]=[CH:23][CH:22]=3)[C:12](=[O:19])[N:13]([CH2:16][CH2:17][CH3:18])[C:14](=[O:15])[C:7]=2S1)(=[O:3])[CH3:2]>O1CCOCC1>[C:1]([NH:4][C:5]1[C:7]2[C:14](=[O:15])[N:13]([CH2:16][CH2:17][CH3:18])[C:12](=[O:19])[N:11]([CH2:20][C:21]3[CH:26]=[CH:25][CH:24]=[CH:23][CH:22]=3)[C:8]=2[NH:9][N:10]=1)(=[O:3])[CH3:2]. Reported procedure: A solution of 3-acetylamino-8-benzyl-6-propylpyrimido[4,5-e][1,3,4]thiadiazine-5,7(6H,8H)dione (4.0 g) in dioxane (50 ml) was refluxed for one hour. The reaction mixture was concentrated to dryness, and the concentrate was dissolved in methanol. Insoluble sulfur was filtered off. To the filtrate was added a small volume of water, which was left standing for cooling, then colorless crystals (3.4 g), m.p. 108°-110° C., were obtained. The reactants are ClC=1C=C2C=C(NC2=CC1)CCCCCCC (5-chloro-2-heptyl-1H-indole), [OH-].[K+] (KOH), IC (iodomethane). Run in CS(=O)C (DMSO). Conditions: time 30 minute. Yields the product ClC=1C=C2C=C(N(C2=CC1)C)CCCCCCC (5-Chloro-2-heptyl-1-methyl-1H-indole). RXN SMILES: [Cl:1][C:2]1[CH:3]=[C:4]2[C:8](=[CH:9][CH:10]=1)[NH:7][C:6]([CH2:11][CH2:12][CH2:13][CH2:14][CH2:15][CH2:16][CH3:17])=[CH:5]2.[OH-].[K+].I[CH3:21]>CS(C)=O>[Cl:1][C:2]1[CH:3]=[C:4]2[C:8](=[CH:9][CH:10]=1)[N:7]([CH3:21])[C:6]([CH2:11][CH2:12][CH2:13][CH2:14][CH2:15][CH2:16][CH3:17])=[CH:5]2 |f:1.2|. Procedure: To the solution of 5-chloro-2-heptyl-1H-indole in DMSO was added KOH at RT and was stirred for 30 minutes. Then to this mixture, iodomethane was added and stirred for 3 hours. The reaction was quenched with saturated ammonium chloride solution and extracted with ethyl acetate. The product, 5-chloro-2-heptyl-1-methyl-1H-indole was purified by column chromatography. The reactants are N1=CC=C(C=C1)CC(=O)C=1C=C(C#N)C=CC1 (3-(Pyridin-4-yl-acetyl)-benzonitrile), COC(OC)N(C)C (dimethoxymethyl-dimethyl-amine). The solvent is C1(=CC=CC=C1)C (toluene). Conditions: temperature 80 celsius, time 2 hour. The product is CN(/C=C(/C(=O)C=1C=C(C#N)C=CC1)\C1=CC=NC=C1)C (3-((E)-3-dimethylamino-2-pyridin-4-yl-acryloyl)benzonitrile). As a reaction SMILES: [N:1]1[CH:6]=[CH:5][C:4]([CH2:7][C:8]([C:10]2[CH:11]=[C:12]([CH:15]=[CH:16][CH:17]=2)[C:13]#[N:14])=[O:9])=[CH:3][CH:2]=1.CO[CH:20]([N:23]([CH3:25])[CH3:24])OC>C1(C)C=CC=CC=1>[CH3:20][N:23]([CH3:25])/[CH:24]=[C:7](\[C:4]1[CH:5]=[CH:6][N:1]=[CH:2][CH:3]=1)/[C:8]([C:10]1[CH:11]=[C:12]([CH:15]=[CH:16][CH:17]=1)[C:13]#[N:14])=[O:9]. Procedure details: 3-(Pyridin-4-yl-acetyl)-benzonitrile (4.91 g, 22.1 mmol) was dissolved into dry toluene (0.2 ml) and dimethoxymethyl-dimethyl-amine (10.6 g, 88.5 mmol) was added. The reaction mixture was stirred at 80° C. for 2 h under nitrogen atmosphere. The solvent was removed under vacuum and crude 3-((E)-3-Dimethylamino-2-pyridin-4-yl-acryloyl)benzonitrile was used in the next step without further purification.